This data is from the Open Reaction Database (ORD), a public repository of structured organic reaction records. The task is: describe an organic reaction: reactants, conditions, products, and yield The reactants are IC[C@H](CN1C(COC2=C1C=CC=C2)=O)C ((S)-4-(3-Iodo-2-methylpropyl]-4H-benzo[1,4]oxazin-3-one), C(CCCC)C1CC2CCC(C1)N2 (3-pentyl-8-azabicyclo[3.2.1]octane). Run in CCN(CC)CC (Et3N). Yields the product C[C@@H](CN1C(COC2=C1C=CC=C2)=O)CN2C1CC(CC2CC1)CCCCC ((R)-4-[2-Methyl-3-(3-pentyl-8-azabicyclo[3.2.1]oct-8-yl)propyl]-4H-benzo[1,4]oxazin-3-one). Yield: 63.4%. RXN SMILES: I[CH2:2][C@@H:3]([CH3:16])[CH2:4][N:5]1[C:10]2[CH:11]=[CH:12][CH:13]=[CH:14][C:9]=2[O:8][CH2:7][C:6]1=[O:15].[CH2:17]([CH:22]1[CH2:28][CH:27]2[NH:29][CH:24]([CH2:25][CH2:26]2)[CH2:23]1)[CH2:18][CH2:19][CH2:20][CH3:21]>CCN(CC)CC>[CH3:16][C@H:3]([CH2:2][N:29]1[CH:24]2[CH2:25][CH2:26][CH:27]1[CH2:28][CH:22]([CH2:17][CH2:18][CH2:19][CH2:20][CH3:21])[CH2:23]2)[CH2:4][N:5]1[C:10]2[CH:11]=[CH:12][CH:13]=[CH:14][C:9]=2[O:8][CH2:7][C:6]1=[O:15]. Reported procedure: The compound (S)-4-(3-Iodo-2-methylpropyl]-4H-benzo[1,4]oxazin-3-one (108LM27-24) (0.083 g, 0.25 mmol) and 3-pentyl-8-aza-bicyclo[3.2.1]octane (104KS32-2) (0.051 g, 0.28 mmol) in Et3N (½ mL) were reacted according to GP15 to give the title compound (108LM39-36) (0.061 g, 63%). 1H NMR (CDCl3) δ 7.33-7.29 (m, 1H), 7.03-6.96 (m, 3H), 4.60 (ABq, J=14.8 Hz, J=37.1 Hz, CH2), 4.14-4.00 (m, 2H), 3.13 (bs, 1H), 3.05 (bs, 1H), 2.63-2.50 (m, 1H), 2.17-2.03 (m, 3H), 2.00-1.80 (m, 3H), 1.72-1.53 (m, 3H), 1.4... Reactants: C1(CC1)CNCC=1C=NC=C(C1)B1OC(C(O1)(C)C)(C)C ((cyclopropylmethyl){[5-(4,4,5,5-tetramethyl-1,3,2-dioxaborolan-2-yl)-3-pyridinyl]methyl}amine), C([O-])([O-])=O.[K+].[K+] (potassium carbonate), BrC=1C=C2C(=CNC2=C(C1)C(=O)N)C1CCN(CC1)S(=O)(=O)CC (5-bromo-3-[1-(ethylsulfonyl)-4-piperidinyl]-1H-indole-7-carboxamide), O1CCOCC1 (dioxane), chloro-2-(dimethylaminomethyl)-ferrocen-1-yl-(dinorbornylphosphine)palladium(II). Run in O (H2O). Reaction conditions: temperature 150 celsius, time 8 minute. The product is C1(CC1)CNCC=1C=C(C=NC1)C=1C=C2C(=CNC2=C(C1)C(=O)N)C1CCN(CC1)S(=O)(=O)CC (5-(5-{[(cyclopropylmethyl)amino]methyl}-3-pyridinyl)-3-[1-(ethylsulfonyl)-4-piperidinyl]-1H-indole-7-carboxamide). RXN SMILES: [CH:1]1([CH2:4][NH:5][CH2:6][C:7]2[CH:8]=[N:9][CH:10]=[C:11](B3OC(C)(C)C(C)(C)O3)[CH:12]=2)[CH2:3][CH2:2]1.Br[C:23]1[CH:24]=[C:25]2[C:29](=[C:30]([C:32]([NH2:34])=[O:33])[CH:31]=1)[NH:28][CH:27]=[C:26]2[CH:35]1[CH2:40][CH2:39][N:38]([S:41]([CH2:44][CH3:45])(=[O:43])=[O:42])[CH2:37][CH2:36]1.O1CCOCC1.C(=O)([O-])[O-].[K+].[K+]>O>[CH:1]1([CH2:4][NH:5][CH2:6][C:7]2[CH:12]=[C:11]([C:23]3[CH:24]=[C:25]4[C:29](=[C:30]([C:32]([NH2:34])=[O:33])[CH:31]=3)[NH:28][CH:27]=[C:26]4[CH:35]3[CH2:36][CH2:37][N:38]([S:41]([CH2:44][CH3:45])(=[O:42])=[O:43])[CH2:39][CH2:40]3)[CH:10]=[N:9][CH:8]=2)[CH2:2][CH2:3]1 |f:3.4.5|. Reported procedure: To a CEM microwave tube containing (cyclopropylmethyl){[5-(4,4,5,5-tetramethyl-1,3,2-dioxaborolan-2-yl)-3-pyridinyl]methyl}amine (21 mg, 0.0725 mmol) was added 5-bromo-3-[1-(ethylsulfonyl)-4-piperidinyl]-1H-indole-7-carboxamide (30 mg, 0.0723 mmol), dioxane (0.75 mL), a solution of potassium carbonate (60 mg, 0.434 mmol) in H2O (0.25 mL), and chloro-2-(dimethylaminomethyl)-ferrocen-1-yl-(dinorbornylphosphine)palladium(II) (4.4 mg, 0.00723 mmol). The reaction was heated in a CEM microwave for 30 ... Starting materials: C1(CC1)CN1C=2C(C(=O)OC1=O)=CC=CC2 (N-(cyclopropylmethyl)isatoic anhydride), [H-].[Na+] (Sodium hydride), C(CC(=O)OCC)(=O)OCC (Diethyl malonate). The product is C1(CC1)CN1C(C(=C(C2=CC=CC=C12)O)C(=O)OCC)=O (Ethyl 1-(cyclopropylmethyl)-4-hydroxy-2-oxo-1,2-dihydroquinoline-3-carboxylate). RXN SMILES: [CH:1]1([CH2:4][N:5]2[C:11](=[O:12])[O:10][C:8](=O)[C:7]3=[CH:13][CH:14]=[CH:15][CH:16]=[C:6]23)[CH2:3][CH2:2]1.[H-].[Na+].C(OCC)(=O)[CH2:20][C:21]([O:23][CH2:24][CH3:25])=[O:22]>>[CH:1]1([CH2:4][N:5]2[C:6]3[C:7](=[CH:13][CH:14]=[CH:15][CH:16]=3)[C:8]([OH:10])=[C:20]([C:21]([O:23][CH2:24][CH3:25])=[O:22])[C:11]2=[O:12])[CH2:2][CH2:3]1 |f:1.2|. Procedure details: Reagents: Comp 20 (1.38 mmols, 0.3 g); Sodium hydride (2.91 mmols, 0.07 g); Diethyl malonate (6.91 mmols, 1.1 g). Starting materials: O=Cc1ccc2c(c1)CCC2, CC(C)=O, [Na+], [OH-], O. Product: CC(=O)C=Cc1ccc2c(c1)CCC2. Reaction SMILES: [CH2:3]1[CH2:4][CH2:5][c:6]2[cH:7][c:8]([CH:12]=[O:13])[cH:9][cH:10][c:11]21.[CH3:14][C:15]([CH3:16])=[O:17].[Na+:2].[OH-:1].[OH2:18]>>[CH2:3]1[CH2:4][CH2:5][c:6]2[cH:7][c:8]([CH:12]=[CH:14][C:15]([CH3:16])=[O:17])[cH:9][cH:10][c:11]21. Reactants: ClC=1C=CC=C(C1C1=C(C=CC=C1)C)O (6-chloro-2′-methyl-biphenyl-2-ol), C([O-])([O-])=O.[K+].[K+] (potassium carbonate), C(C=C)Br (allyl bromide). Run in CN(C)C=O (DMF). Run at time 4 hour. Product: C(C=C)OC1=C(C(=CC=C1)Cl)C1=C(C=CC=C1)C (2-allyloxy-6-chloro-2′-methylbiphenyl). Isolated yield 99.7%. RXN SMILES: [Cl:1][C:2]1[CH:3]=[CH:4][CH:5]=[C:6]([OH:15])[C:7]=1[C:8]1[CH:13]=[CH:12][CH:11]=[CH:10][C:9]=1[CH3:14].C(=O)([O-])[O-].[K+].[K+].[CH2:22](Br)[CH:23]=[CH2:24]>CN(C=O)C>[CH2:24]([O:15][C:6]1[CH:5]=[CH:4][CH:3]=[C:2]([Cl:1])[C:7]=1[C:8]1[CH:13]=[CH:12][CH:11]=[CH:10][C:9]=1[CH3:14])[CH:23]=[CH2:22] |f:1.2.3|. Procedure details: To a solution of 6-chloro-2′-methyl-biphenyl-2-ol (4.75 g, 21.7 mmol) in DMF (30 mL) was added potassium carbonate (4.5 g, 32.6 mmol) and allyl bromide (3.0 mL, 32.6 mmol) at room temperature. The resulting mixture was stirred at room temperature for 4 h. The mixture was extracted with ethyl acetate, washed with water and saturated sodium chloride, dried over anhydrous sodium sulfate, filtered and concentrated under reduced pressure. Purification by ISCO using a solvent gradient of O to 30% ethy...